This data is from the Open Reaction Database (ORD), a public repository of structured organic reaction records. The task is: describe an organic reaction: reactants, conditions, products, and yield Starting materials: [BH4-], CCOC(C)=O, CO, COc1ccc(-c2nnc(C34CCC(CCCC(C)=O)(CC3)CC4)o2)c(Cl)c1, [Na+], O. Product: COc1ccc(-c2nnc(C34CCC(CCCC(C)O)(CC3)CC4)o2)c(Cl)c1. RXN SMILES: [BH4-:29].[CH3:31][CH2:32][O:33][C:34](=[O:35])[CH3:36].[CH3:38][OH:39].[Cl:1][c:2]1[c:3](-[c:10]2[n:11][n:12][c:13]([C:15]34[CH2:16][CH2:17][C:18]([CH2:23][CH2:24][CH2:25][C:26]([CH3:27])=[O:28])([CH2:19][CH2:20]3)[CH2:21][CH2:22]4)[o:14]2)[cH:4][cH:5][c:6]([O:8][CH3:9])[cH:7]1.[Na+:30].[OH2:37]>>[Cl:1][c:2]1[c:3](-[c:10]2[n:11][n:12][c:13]([C:15]34[CH2:16][CH2:17][C:18]([CH2:23][CH2:24][CH2:25][CH:26]([CH3:27])[OH:28])([CH2:19][CH2:20]3)[CH2:21][CH2:22]4)[o:14]2)[cH:4][cH:5][c:6]([O:8][CH3:9])[cH:7]1. Starting materials: 2R, 2S, [Si](C1=CC=CC=C1)(C1=CC=CC=C1)(C(C)(C)C)OCCCC1=CC=C(OCC(COC2=CC=C(C=C2)C(=O)OC(C)(C)C)OC(C)=O)C=C1 (3-[4-[3-(tert-butyldiphenylsilyloxy)propyl]phenoxy]-1-[4-(tert-butoxycarbonyl)phenoxy]-2-acetoxypropane), C(C)(=O)O (acetic acid), solution, [F-].C(CCC)[N+](CCCC)(CCCC)CCCC (tetrabutylammonium fluoride). Run in C(C)(=O)OCC (ethyl acetate), O1CCCC1 (tetrahydrofuran), O1CCCC1 (tetrahydrofuran). Reaction conditions: temperature 70 celsius. Yields the product OCCCC1=CC=C(OCC(COC2=CC=C(C=C2)C(=O)OC(C)(C)C)OC(C)=O)C=C1 (3-[4-(3-Hydroxypropyl)phenoxy]-1-[4-(tert-butoxycarbonyl)phenoxy]-2-acetoxypropane). Yield: 99.2%. As a reaction SMILES: [Si]([O:18][CH2:19][CH2:20][CH2:21][C:22]1[CH:49]=[CH:48][C:25]([O:26][CH2:27][CH:28]([O:44][C:45](=[O:47])[CH3:46])[CH2:29][O:30][C:31]2[CH:36]=[CH:35][C:34]([C:37]([O:39][C:40]([CH3:43])([CH3:42])[CH3:41])=[O:38])=[CH:33][CH:32]=2)=[CH:24][CH:23]=1)(C(C)(C)C)(C1C=CC=CC=1)C1C=CC=CC=1.C(O)(=O)C.[F-].C([N+](CCCC)(CCCC)CCCC)CCC>O1CCCC1.C(OCC)(=O)C>[OH:18][CH2:19][CH2:20][CH2:21][C:22]1[CH:49]=[CH:48][C:25]([O:26][CH2:27][CH:28]([O:44][C:45](=[O:47])[CH3:46])[CH2:29][O:30][C:31]2[CH:36]=[CH:35][C:34]([C:37]([O:39][C:40]([CH3:41])([CH3:42])[CH3:43])=[O:38])=[CH:33][CH:32]=2)=[CH:24][CH:23]=1 |f:2.3|. Procedure: A solution of (2R and 2S)-3-[4-[3-(tert-butyldiphenylsilyloxy)propyl]phenoxy]-1-[4-(tert-butoxycarbonyl)phenoxy]-2-acetoxypropane (7.38 g, 10.8 mmol) in tetrahydrofuran (100 ml) was treated with acetic acid (3.7 ml) and 24 ml (24 mmol) of a 1M solution of tetrabutylammonium fluoride in tetrahydrofuran and the resulting mixture was heated at 70° C. for 4 hours. The cooled mixture was diluted with ethyl acetate, washed with water, saturated sodium bicarbonate, brine and dried (magnesium sulfate). ... Starting materials: CC(=O)OC(C)=O, O=C(O)c1cc2occc2nc1C(=O)O. The product is O=C1OC(=O)c2nc3ccoc3cc21. RXN SMILES: [CH3:16][C:17]([O:18][C:19](=[O:20])[CH3:21])=[O:22].[o:1]1[cH:2][cH:3][c:4]2[n:5][c:6]([C:13](=[O:14])[OH:15])[c:7]([C:10](=[O:11])[OH:12])[cH:8][c:9]12>>[o:1]1[cH:2][cH:3][c:4]2[n:5][c:6]3[c:7]([cH:8][c:9]12)[C:10](=[O:12])[O:15][C:13]3=[O:14]. Reactants: C(C=C)[C@@H]1[C@H](C(N1C(C(=O)OC)=C(C)C)=O)N1C(C=2C(C1=O)=CC=CC2)=O (methyl 2-[(3R,4R)-4-allyl-3-phthalimido-2-oxoazetidin-1-yl]-3-methylbut-2-enoate), CN(CCCN)C (N,N-dimethyl-1,3-propanediamine). Run in C(Cl)Cl (methylene chloride), CO (methanol). Reaction conditions: time 5 day. Product: N[C@H]1C(N([C@@H]1CC=C)C(C(=O)OC)=C(C)C)=O (methyl 2-[(3R,4R)-3-amino-4-allyl-2-oxoazetidin-1-yl]-3-methylbut-2-enoate). Isolated yield 84.4%. Reaction SMILES: [CH2:1]([C@H:4]1[N:7]([C:8](=[C:13]([CH3:15])[CH3:14])[C:9]([O:11][CH3:12])=[O:10])[C:6](=[O:16])[C@@H:5]1[N:17]1C(=O)C2=CC=CC=C2C1=O)[CH:2]=[CH2:3].CN(C)CCCN>C(Cl)Cl.CO>[NH2:17][C@@H:5]1[C@@H:4]([CH2:1][CH:2]=[CH2:3])[N:7]([C:8](=[C:13]([CH3:15])[CH3:14])[C:9]([O:11][CH3:12])=[O:10])[C:6]1=[O:16]. Procedure: To a solution of methyl 2-[(3R,4R)-4-allyl-3-phthalimido-2-oxoazetidin-1-yl]-3-methylbut-2-enoate (6.78 g) in a mixture of methylene chloride (46 ml) and methanol (23 ml) was added N,N-dimethyl-1,3-propanediamine (6.25 ml) at 0° C. and the mixture was left at room temperature for 5 days. The reaction mixture was evaporated and the residue was chromatographed on silica gel eluting with a mixture of methylene chloride and ethyl acetate (10:1-5) to give methyl 2-[(3R,4R)-3-amino-4-allyl-2-oxoazetid... Starting materials: CC(=O)CCC1(C(N)=O)c2ccccc2-c2ccccc21, CCN, CCO, [H][H]. The product is CCNC(C)CCC1(C(N)=O)c2ccccc2-c2ccccc21. As a reaction SMILES: [C:1]([NH2:2])(=[O:3])[C:4]1([CH2:17][CH2:18][C:19]([CH3:20])=[O:21])[c:5]2[cH:6][cH:7][cH:8][cH:9][c:10]2-[c:11]2[cH:12][cH:13][cH:14][cH:15][c:16]21.[CH3:22][CH2:23][NH2:24].[CH3:27][CH2:28][OH:29].[H:25][H:26]>>[C:1]([NH2:2])(=[O:3])[C:4]1([CH2:17][CH2:18][CH:19]([CH3:20])[NH:24][CH2:23][CH3:22])[c:5]2[cH:6][cH:7][cH:8][cH:9][c:10]2-[c:11]2[cH:12][cH:13][cH:14][cH:15][c:16]21. Reactants: C1CCOC1, COC(=O)c1ccc(Oc2cc(C(=O)Nc3ccn(C)n3)cc3c2CC(C)(C)O3)cn1, [Na+], [OH-]. Product: Cn1ccc(NC(=O)c2cc(Oc3ccc(C(=O)O)nc3)c3c(c2)OC(C)(C)C3)n1. RXN SMILES: [CH2:34]1[O:35][CH2:36][CH2:37][CH2:38]1.[CH3:1][O:2][C:3](=[O:4])[c:5]1[n:6][cH:7][c:8]([O:11][c:12]2[cH:13][c:14]([C:23]([NH:24][c:25]3[n:26][n:27]([CH3:30])[cH:28][cH:29]3)=[O:31])[cH:15][c:16]3[c:17]2[CH2:18][C:19]([CH3:21])([CH3:22])[O:20]3)[cH:9][cH:10]1.[Na+:33].[OH-:32]>>[O:2]=[C:3]([OH:4])[c:5]1[n:6][cH:7][c:8]([O:11][c:12]2[cH:13][c:14]([C:23]([NH:24][c:25]3[n:26][n:27]([CH3:30])[cH:28][cH:29]3)=[O:31])[cH:15][c:16]3[c:17]2[CH2:18][C:19]([CH3:21])([CH3:22])[O:20]3)[cH:9][cH:10]1. Reactants: [BH4-], CO, COC([O-])[O-], NCc1ccc(CN2CCC3(CCN(C4CCCCC4)CC3)C2)cc1, Cl, Cl, Cl, [Na+], O, O=Cc1ncc[nH]1. Product: c1c[nH]c(CNCc2ccc(CN3CCC4(CCN(C5CCCCC5)CC4)C3)cc2)n1. Reaction SMILES: [BH4-:41].[CH3:44][OH:45].[CH:36]([O-:37])([O-:38])[O:39][CH3:40].[CH:4]1([N:10]2[CH2:11][CH2:12][C:13]3([CH2:14][CH2:15][N:16]([CH2:18][c:19]4[cH:20][cH:21][c:22]([CH2:25][NH2:26])[cH:23][cH:24]4)[CH2:17]3)[CH2:27][CH2:28]2)[CH2:5][CH2:6][CH2:7][CH2:8][CH2:9]1.[ClH:1].[ClH:2].[ClH:3].[Na+:42].[OH2:43].[nH:29]1[c:30]([CH:34]=[O:35])[n:31][cH:32][cH:33]1>>[CH:4]1([N:10]2[CH2:11][CH2:12][C:13]3([CH2:14][CH2:15][N:16]([CH2:18][c:19]4[cH:20][cH:21][c:22]([CH2:25][NH:26][CH2:34][c:30]5[nH:29][cH:33][cH:32][n:31]5)[cH:23][cH:24]4)[CH2:17]3)[CH2:27][CH2:28]2)[CH2:5][CH2:6][CH2:7][CH2:8][CH2:9]1. Starting materials: [Cl-].[NH4+] (ammonium chloride), C(C1=CC=CC=C1)OC1=NC(=C(C(=N1)OCC1=CC=CC=C1)C(C)C)Cl (2,4-bis(benzyloxy)-6-chloro-5-isopropylpyrimidine), C(#N)CC=1C=C(C#N)C=C(C1)C (3-(cyanomethyl)-5-methylbenzonitrile), [H-].[Na+] (sodium hydride). Solvent: CN(C)C=O (DMF). Conditions: time 1 hour. Yields the product C(C1=CC=CC=C1)OC1=NC(=C(C(=N1)C(C=1C=C(C#N)C=C(C1)C)C#N)C(C)C)OCC1=CC=CC=C1 (3-((2,6-bis(benzyloxy)-5-isopropylpyrimidin-4-yl)(cyano)methyl)-5-methylbenzonitrile). Isolated yield 93.4%. RXN SMILES: [CH2:1]([O:8][C:9]1[N:14]=[C:13]([O:15][CH2:16][C:17]2[CH:22]=[CH:21][CH:20]=[CH:19][CH:18]=2)[C:12]([CH:23]([CH3:25])[CH3:24])=[C:11](Cl)[N:10]=1)[C:2]1[CH:7]=[CH:6][CH:5]=[CH:4][CH:3]=1.[C:27]([CH2:29][C:30]1[CH:31]=[C:32]([CH:35]=[C:36]([CH3:38])[CH:37]=1)[C:33]#[N:34])#[N:28].[H-].[Na+].[Cl-].[NH4+]>CN(C=O)C>[CH2:1]([O:8][C:9]1[N:10]=[C:11]([CH:29]([C:27]#[N:28])[C:30]2[CH:31]=[C:32]([CH:35]=[C:36]([CH3:38])[CH:37]=2)[C:33]#[N:34])[C:12]([CH:23]([CH3:25])[CH3:24])=[C:13]([O:15][CH2:16][C:17]2[CH:22]=[CH:21][CH:20]=[CH:19][CH:18]=2)[N:14]=1)[C:2]1[CH:7]=[CH:6][CH:5]=[CH:4][CH:3]=1 |f:2.3,4.5|. Procedure details: 2,4-bis(benzyloxy)-6-chloro-5-isopropylpyrimidine (45.4 g, 0.123M) and 3-(cyanomethyl)-5-methylbenzonitrile (18.3 g, 0.117M) were dissolved in anhydrous DMF (200 mL). After cooling the mixture in an ice bath under nitrogen atmosphere, 60% sodium hydride (9.38 g, 0.235M) was added portionwise (addition time ca. 1.5 hr.). The mixture was stirred for further 1 hr. in an ice bath and stirred for ca. 20 hr. at room temperature. The reaction mixture was then cooled in an ice bath and sat. aqueous ammo...